Dataset: the Open Reaction Database (ORD), a public repository of structured organic reaction records. Task: describe an organic reaction: reactants, conditions, products, and yield Procedure details: Step 2 of Example 1 was repeated except that 1-[(3R)-2-oxo-5-[(1S)-2-pinen-10-yl]-1,3,4,5-tetrahydro-2H-1,5-benzodiazepin-3-yl]-3-(3-tert-butoxycarbonylphenyl)urea was used instead of 2-oxo-3-tert-butoxycarbonylamino-5-pivaloyl-1,3,4,5-tetrahydro-2H-1,5-benzodiazepine, that bromomethyl-tert-butylketone was used instead of 2-bromo-2′-methylacetophenone, and that N,N-dimethyl acetamide was used instead of tetrahydrofuran as solvent, to thereby obtain the title compound. RXN SMILES: [O:1]=[C:2]1[NH:8][C:7]2[CH:9]=[CH:10][CH:11]=[CH:12][C:6]=2[N:5]([CH2:13][C:14]2[C@H:15]3[CH2:20][CH:17]([CH2:18][CH:19]=2)[C:16]3([CH3:22])[CH3:21])[CH2:4][C@H:3]1[NH:23][C:24]([NH:26][C:27]1[CH:32]=[CH:31][CH:30]=[C:29]([C:33]([O:35][C:36]([CH3:39])([CH3:38])[CH3:37])=[O:34])[CH:28]=1)=[O:25].Br[CH2:41][C:42]([C:44]([CH3:47])([CH3:46])[CH3:45])=[O:43]>CN(C)C(=O)C>[C:44]([C:42]([CH2:41][N:8]1[C:7]2[CH:9]=[CH:10][CH:11]=[CH:12][C:6]=2[N:5]([CH2:13][C:14]2[C@H:15]3[CH2:20][CH:17]([CH2:18][CH:19]=2)[C:16]3([CH3:21])[CH3:22])[CH2:4][C@@H:3]([NH:23][C:24]([NH:26][C:27]2[CH:32]=[CH:31][CH:30]=[C:29]([C:33]([O:35][C:36]([CH3:39])([CH3:38])[CH3:37])=[O:34])[CH:28]=2)=[O:25])[C:2]1=[O:1])=[O:43])([CH3:47])([CH3:46])[CH3:45]. Starting materials: O=C1[C@@H](CN(C2=C(N1)C=CC=C2)CC=2[C@@H]1C(C(CC2)C1)(C)C)NC(=O)NC1=CC(=CC=C1)C(=O)OC(C)(C)C (1-[(3R)-2-oxo-5-[(1S)-2-pinen-10-yl]-1,3,4,5-tetrahydro-2H-1,5-benzodiazepin-3-yl]-3-(3-tert-butoxycarbonylphenyl)urea), BrCC(=O)C(C)(C)C (bromomethyl-tert-butylketone). Run in CN(C(C)=O)C (N,N-dimethyl acetamide). Product: C(C)(C)(C)C(=O)CN1C([C@@H](CN(C2=C1C=CC=C2)CC=2[C@@H]1C(C(CC2)C1)(C)C)NC(=O)NC1=CC(=CC=C1)C(=O)OC(C)(C)C)=O (1-[(3R)-1-tert-butylcarbonylmethyl-2-oxo-5-[(1S)-2-pinen-10-yl]-1,3,4,5-tetrahydro-2H-1,5-benzodiazepin-3-yl]-3-(3-tert-butoxycarbonylphenyl)urea). The reactants are CN(C)C(=O)N(C)C(=O)Cl, Nc1ccccc1, C1CCOC1, O. Product: CN(C)C(=O)N(C)C(=O)Nc1ccccc1. RXN SMILES: [CH3:8][N:9]([C:10](=[O:11])[Cl:12])[C:13](=[O:14])[N:15]([CH3:16])[CH3:17].[NH2:1][c:2]1[cH:3][cH:4][cH:5][cH:6][cH:7]1.[O:19]1[CH2:20][CH2:21][CH2:22][CH2:23]1.[OH2:18]>>[NH:1]([c:2]1[cH:3][cH:4][cH:5][cH:6][cH:7]1)[C:10]([N:9]([CH3:8])[C:13](=[O:14])[N:15]([CH3:16])[CH3:17])=[O:11].